From a dataset of the Open Reaction Database (ORD), a public repository of structured organic reaction records. describe an organic reaction: reactants, conditions, products, and yield Reactants: C(CCC)OC(=O)C=1N=C(C2=CC(=CC=C2C1O)OC1=CC=CC=C1)Br (1-bromo-4-hydroxy-7-phenoxy-isoquinoline-3-carboxylic acid butyl ester), C(#N)[Cu] (CuCN), CN(C=O)C (dimethylformamide). Run in C(C)(=O)OCC (ethyl acetate). Reaction conditions: time 15 minute. Product: C(CCC)OC(=O)C=1N=C(C2=CC(=CC=C2C1O)OC1=CC=CC=C1)C#N (1-Cyano-4-hydroxy-7-phenoxy-isoquinoline-3-carboxylic acid butyl ester). Yield: 57.6%. Reaction SMILES: [CH2:1]([O:5][C:6]([C:8]1[N:9]=[C:10](Br)[C:11]2[C:16]([C:17]=1[OH:18])=[CH:15][CH:14]=[C:13]([O:19][C:20]1[CH:25]=[CH:24][CH:23]=[CH:22][CH:21]=1)[CH:12]=2)=[O:7])[CH2:2][CH2:3][CH3:4].[C:27]([Cu])#[N:28].CN(C)C=O>C(OCC)(=O)C>[CH2:1]([O:5][C:6]([C:8]1[N:9]=[C:10]([C:27]#[N:28])[C:11]2[C:16]([C:17]=1[OH:18])=[CH:15][CH:14]=[C:13]([O:19][C:20]1[CH:25]=[CH:24][CH:23]=[CH:22][CH:21]=1)[CH:12]=2)=[O:7])[CH2:2][CH2:3][CH3:4]. Procedure details: A mixture of 1-bromo-4-hydroxy-7-phenoxy-isoquinoline-3-carboxylic acid butyl ester (624 mg, 1.5 mmol; prepared as shown in Scheme 2, and according to US 2004/0254215 A1, 1H NMR (CDCl3): δ=11.89 (s, 1H), 8.35 (d, 1H), 7.63 (d, 1H), 7.08 to 7.52 (m, 6H), 4.47 (t, 2H), 1.84 (m, 2H), 1.48 (m, 2H), 0.99 (t, 3H)), CuCN (271 mg, 3 mmol) and dimethylformamide (6 mL) was refluxed with stirring under nitrogen for 15 min. After cooling to ambient temperature the mixture was diluted with ethyl acetate (100...